This data is from the Open Reaction Database (ORD), a public repository of structured organic reaction records. The task is: describe an organic reaction: reactants, conditions, products, and yield Reactants: BrC=1C(=C(C(=O)OCC)C=C(C1)C(F)(F)F)N1CCCCC1 (ethyl 3-bromo-2-piperid-1-yl-5-trifluoromethylbenzoate), [OH-].[K+] (potassium hydroxide). The solvent is C(C)O (ethanol). Yields the product BrC=1C(=C(C(=O)O)C=C(C1)C(F)(F)F)N1CCCCC1 (3-bromo-2-piperid-1-yl-5-trifluoromethylbenzoic acid). The yield is 78.0%. RXN SMILES: [Br:1][C:2]1[C:3]([N:17]2[CH2:22][CH2:21][CH2:20][CH2:19][CH2:18]2)=[C:4]([CH:10]=[C:11]([C:13]([F:16])([F:15])[F:14])[CH:12]=1)[C:5]([O:7]CC)=[O:6].[OH-].[K+]>C(O)C>[Br:1][C:2]1[C:3]([N:17]2[CH2:22][CH2:21][CH2:20][CH2:19][CH2:18]2)=[C:4]([CH:10]=[C:11]([C:13]([F:15])([F:16])[F:14])[CH:12]=1)[C:5]([OH:7])=[O:6] |f:1.2|. Reported procedure: To a solution of ethyl 3-bromo-2-piperid-1-yl-5-trifluoromethylbenzoate (830 mg; 1 eq.) in ethanol (30 ml) is added potassium hydroxide (610 mg; 5 eq.). After stirring at reflux for 2 hours, the reaction medium is evaporated to dryness, taken up in water (20 ml) and acidified with 1N HCl. The precipitate is filtered off by suction, washed with water and dried. 600 mg of 3-bromo-2-piperid-1-yl-5-trifluoromethylbenzoic acid are obtained in the form of a white solid. Starting materials: C(C)OP(OCC)CC(=O)OCC (ethyl (diethoxyphosphino)acetate), BrCCCCN1C(C=2C(C1=O)=CC=CC2)=O (N-(4-bromobutyl)phthalimide). The product is C(C)OP(=O)(CCCCN1C(C2=CC=CC=C2C1=O)=O)CC(=O)OCC ([Ethoxy-[4-[2,3-Dihydro-1,3-Dioxo-1H-Isoindol-2-yl]Butyl]Phosphinyl]Acetic Acid, Ethyl Ester). As a reaction SMILES: C([O:3][P:4]([CH2:8][C:9]([O:11][CH2:12][CH3:13])=[O:10])[O:5][CH2:6][CH3:7])C.Br[CH2:15][CH2:16][CH2:17][CH2:18][N:19]1[C:23](=[O:24])[C:22]2=[CH:25][CH:26]=[CH:27][CH:28]=[C:21]2[C:20]1=[O:29]>>[CH2:6]([O:5][P:4]([CH2:8][C:9]([O:11][CH2:12][CH3:13])=[O:10])([CH2:15][CH2:16][CH2:17][CH2:18][N:19]1[C:23](=[O:24])[C:22]2[C:21](=[CH:28][CH:27]=[CH:26][CH:25]=2)[C:20]1=[O:29])=[O:3])[CH3:7]. Procedure: Heat 12.5 gm of ethyl (diethoxyphosphino)acetate with 16.9 gm of N-(4-bromobutyl)phthalimide in a melt at 180° for 5 hours under a nitrogen atmosphere. After cooling, chromatograph the mixture on a silica gel column, eluting with a gradient of 1% to 2% CH3OH in EtOAc. Isolate the major product by vacuum evaporation of the solvent from the combined fractions to obtain the title compound. Rf (silica gel; EtOAc:CH3OH, 99:1)=0.40. Starting materials: C(C)(C)(C)OC(=O)N1CCN(CC1)C1=CC=C2CN(C(C2=C1Cl)=O)C1CCCCC1 (6-[4-(t-Butoxycarbonyl)piperazin-1-yl]-7-chloro-2-cyclohexyl-2,3-dihydro-1H-isoindol-1-one), C1(=CC=CC=C1)C(CCBr)C1=CC=CC=C1 (3,3-diphenylpropyl bromide). The product is ClC=1C=C2CN(C(C2=CC1N1CCN(CC1)CCC(C1=CC=CC=C1)C1=CC=CC=C1)=O)C1CCCCC1 (5-Chloro-2-cyclohexyl-2,3-dihydro-6-[4-(3,3-diphenyl-1-propyl)piperazin-1-yl]-1H-isoindol-1-one). Reaction SMILES: C(O[C:6]([N:8]1[CH2:13][CH2:12][N:11]([C:14]2[C:22]([Cl:23])=[C:21]3[C:17]([CH2:18][N:19]([CH:25]4[CH2:30][CH2:29][CH2:28][CH2:27][CH2:26]4)[C:20]3=[O:24])=[CH:16][CH:15]=2)[CH2:10][CH2:9]1)=O)(C)(C)C.[C:31]1([CH:37]([C:41]2[CH:46]=[CH:45][CH:44]=[CH:43][CH:42]=2)[CH2:38]CBr)[CH:36]=[CH:35][CH:34]=[CH:33][CH:32]=1>>[Cl:23][C:22]1[CH:21]=[C:17]2[C:16](=[CH:15][C:14]=1[N:11]1[CH2:12][CH2:13][N:8]([CH2:6][CH2:38][CH:37]([C:31]3[CH:36]=[CH:35][CH:34]=[CH:33][CH:32]=3)[C:41]3[CH:46]=[CH:45][CH:44]=[CH:43][CH:42]=3)[CH2:9][CH2:10]1)[C:20](=[O:24])[N:19]([CH:25]1[CH2:26][CH2:27][CH2:28][CH2:29][CH2:30]1)[CH2:18]2. Procedure: In the same manner as in Example 47, the title compound was prepared from 6-[4-(t-butoxycarbonyl)piperazin-1-yl]-5-chloro-2-cyclohexyl-2,3-dihydro-1H-isoindol-1-one obtained in Example 45 and 3,3-diphenylpropyl bromide.